From a dataset of the Open Reaction Database (ORD), a public repository of structured organic reaction records. describe an organic reaction: reactants, conditions, products, and yield Reactants: C=CCC1CCC(c2cccc(F)c2F)CNC1=O, COc1ccc(P2(=S)SP(=S)(c3ccc(OC)cc3)S2)cc1, Cc1ccccc1. Yields the product C=CCC1CCC(c2cccc(F)c2F)CNC1=S. Reaction SMILES: [CH2:23]([CH:24]=[CH2:25])[CH:26]1[C:27](=[O:41])[NH:28][CH2:29][CH:30]([c:33]2[c:34]([F:40])[c:35]([F:39])[cH:36][cH:37][cH:38]2)[CH2:31][CH2:32]1.[CH3:1][O:2][c:3]1[cH:4][cH:5][c:6]([P:7]2(=[S:10])[S:8][P:9]([c:11]3[cH:12][cH:13][c:14]([O:15][CH3:16])[cH:17][cH:18]3)(=[S:19])[S:20]2)[cH:21][cH:22]1.[CH3:42][c:43]1[cH:44][cH:45][cH:46][cH:47][cH:48]1>>[S:10]=[C:27]1[CH:26]([CH2:23][CH:24]=[CH2:25])[CH2:32][CH2:31][CH:30]([c:33]2[c:34]([F:40])[c:35]([F:39])[cH:36][cH:37][cH:38]2)[CH2:29][NH:28]1. Starting materials: CC(=O)C1CCOCC1, COC(=O)OC, C[O-], Cc1ccccc1, Cl, [Na+], O. Yields the product COC(=O)CC(=O)C1CCOCC1. As a reaction SMILES: [C:1]([CH3:2])(=[O:3])[CH:4]1[CH2:5][CH2:6][O:7][CH2:8][CH2:9]1.[CH3:10][O:11][C:12](=[O:13])[O:14][CH3:15].[CH3:16][O-:17].[CH3:21][c:22]1[cH:23][cH:24][cH:25][cH:26][cH:27]1.[ClH:19].[Na+:18].[OH2:20]>>[C:1]([CH2:2][C:12]([O:11][CH3:10])=[O:13])(=[O:3])[CH:4]1[CH2:5][CH2:6][O:7][CH2:8][CH2:9]1. Starting materials: C(C)OC(=O)C(CCC1=CC=CC=C1)NC1C(N(CC(SC1)C1=CC2=CC=CC=C2C=C1)CC(=O)O)=O (α-[6-(1-ethoxycarbonyl-3-phenylpropylamino)-2-(2-naphthyl)-5-oxoperhydro-1,4-thiazepin-4-yl]acetic acid), [OH-].[Na+] (sodium hydroxide). The product is C(=O)(O)C(CCC1=CC=CC=C1)NC1C(N(CC(SC1)C1=CC2=CC=CC=C2C=C1)CC(=O)O)=O (α-[6-(1-Carboxy-3-phenylpropylamino)-2-(2-naphthyl)-5-oxoperhydro-1,4-thiazepin-4-yl]acetic acid). Yield: 70.3%. Reaction SMILES: C([O:3][C:4]([CH:6]([NH:15][CH:16]1[CH2:22][S:21][CH:20]([C:23]2[CH:32]=[CH:31][C:30]3[C:25](=[CH:26][CH:27]=[CH:28][CH:29]=3)[CH:24]=2)[CH2:19][N:18]([CH2:33][C:34]([OH:36])=[O:35])[C:17]1=[O:37])[CH2:7][CH2:8][C:9]1[CH:14]=[CH:13][CH:12]=[CH:11][CH:10]=1)=[O:5])C.[OH-].[Na+]>>[C:4]([CH:6]([NH:15][CH:16]1[CH2:22][S:21][CH:20]([C:23]2[CH:32]=[CH:31][C:30]3[C:25](=[CH:26][CH:27]=[CH:28][CH:29]=3)[CH:24]=2)[CH2:19][N:18]([CH2:33][C:34]([OH:36])=[O:35])[C:17]1=[O:37])[CH2:7][CH2:8][C:9]1[CH:14]=[CH:13][CH:12]=[CH:11][CH:10]=1)([OH:5])=[O:3] |f:1.2|. Reported procedure: 200 mg of α-[6-(1-ethoxycarbonyl-3-phenylpropylamino)-2-(2-naphthyl)-5-oxoperhydro-1,4-thiazepin-4-yl]acetic acid (prepared as described in Example 40 above) were hydrolyzed with aqueous sodium hydroxide in the same manner as described in Example 38, to give 133 mg of the title compound as a powder. Reactants: C(=O)C=1C=C(C=CC1[N+](=O)[O-])N1CCN(CC1)C(=O)C=1N=C2N(C=CC(=C2)C)C1 (1-(3-formyl-4-nitrophenyl)-4-(7methylimidazo[1,2-a]pyridine-2-carbonyl)piperazine), triethyl phosphonoacetate, [H-].[Na+] (sodium hydride), CN(C=O)C (N,N-dimethylformamide), C(C)(=O)OCC (Ethyl acetate). Run at time 5 hour. Product: CC1=CC=2N(C=C1)C=C(N2)C(=O)N2CCN(CC2)C=2C=C(C(=CC2)[N+](=O)[O-])C=CC(=O)OCC (ethyl 3-[3-[4-(7-methylimidazo[1,2-a]pyridine-2-carbonyl)-1-piperazinyl]-6-nitrophenyl]acrylate). RXN SMILES: [CH:1]([C:3]1[CH:4]=[C:5]([N:12]2[CH2:17][CH2:16][N:15]([C:18]([C:20]3[N:21]=[C:22]4[CH:27]=[C:26]([CH3:28])[CH:25]=[CH:24][N:23]4[CH:29]=3)=[O:19])[CH2:14][CH2:13]2)[CH:6]=[CH:7][C:8]=1[N+:9]([O-:11])=[O:10])=O.[H-].[Na+].CN(C)C=O.[C:37]([O:40][CH2:41][CH3:42])(=[O:39])[CH3:38]>>[CH3:28][C:26]1[CH:25]=[CH:24][N:23]2[CH:29]=[C:20]([C:18]([N:15]3[CH2:16][CH2:17][N:12]([C:5]4[CH:4]=[C:3]([CH:1]=[CH:38][C:37]([O:40][CH2:41][CH3:42])=[O:39])[C:8]([N+:9]([O-:11])=[O:10])=[CH:7][CH:6]=4)[CH2:13][CH2:14]3)=[O:19])[N:21]=[C:22]2[CH:27]=1 |f:1.2|. Reported procedure: A mixture of 1-(3-formyl-4-nitrophenyl)-4-(7methylimidazo[1,2-a]pyridine-2-carbonyl)piperazine (22.8 g), triethyl phosphonoacetate (15.6 g), sodium hydride (60% dispersion in mineral oil) (2.92 g) and N,N-dimethylformamide (250 ml) were stirred for 5 hours at ambient temperature. Ethyl acetate (250 ml) was added thereto and the resulting precipitates were collected and washed with ethyl acetate (100 ml) to give ethyl 3-[3-[4-(7-methylimidazo[1,2-a]pyridine-2-carbonyl)-1-piperazinyl]-6-nitropheny... Starting materials: ClCCl, COC(=O)N(CO)CCSc1ccc(OC)cc1. Yields the product COC(=O)N1CCSc2ccc(OC)cc2C1. Reaction SMILES: [Cl:19][CH2:20][Cl:21].[OH:1][CH2:2][N:3]([C:4]([O:5][CH3:6])=[O:7])[CH2:8][CH2:9][S:10][c:11]1[cH:12][cH:13][c:14]([O:17][CH3:18])[cH:15][cH:16]1>>[CH2:2]1[N:3]([C:4]([O:5][CH3:6])=[O:7])[CH2:8][CH2:9][S:10][c:11]2[cH:12][cH:13][c:14]([O:17][CH3:18])[cH:15][c:16]21. The reactants are [Si](C)(C)(C(C)(C)C)O[C@@H](C)[C@@H](CCO)N1C=NC(=C1)C(=O)OCC (ethyl 1-[(2S,3R)-2-(tert-butyldimethylsilyloxy)-5-hydroxy-3-pentyl]imidazole-4-carboxylate), N (NH3). Solvent: CO (methanol). Conditions: temperature 100 celsius. Product: [Si](C)(C)(C(C)(C)C)O[C@@H](C)[C@@H](CCO)N1C=NC(=C1)C(=O)N (1-[(2S,3R)-2-(tert-butyldimethylsilyloxy)-5-hydroxy-3-pentyl]imidazole-4-carboxamide). The yield is 83.8%. As a reaction SMILES: [Si:1]([O:8][C@H:9]([C@H:11]([N:15]1[CH:19]=[C:18]([C:20]([O:22]CC)=O)[N:17]=[CH:16]1)[CH2:12][CH2:13][OH:14])[CH3:10])([C:4]([CH3:7])([CH3:6])[CH3:5])([CH3:3])[CH3:2].[NH3:25]>CO>[Si:1]([O:8][C@H:9]([C@H:11]([N:15]1[CH:19]=[C:18]([C:20]([NH2:25])=[O:22])[N:17]=[CH:16]1)[CH2:12][CH2:13][OH:14])[CH3:10])([C:4]([CH3:7])([CH3:6])[CH3:5])([CH3:3])[CH3:2]. Reported procedure: To a solution of ethyl 1-[(2S,3R)-2-(tert-butyldimethylsilyloxy)-5-hydroxy-3-pentyl]imidazole-4-carboxylate (1.0 g, 2.8 mmol) in methanol (15 ml) was added aqueous 28% NH3 solution (15 ml). And the mixture was heated at 100° C. in a sealed steel tube for 15 h. After cooling, the reaction mixture was concentrated in vacuo. The residue was purified by silica gel (35 g) chromatography eluting with chloroform/methanol (25:1 to 15:1) to give 1-[(2S,3R)-2-(tert-butyldimethylsilyloxy)-5-hydroxy-3-penty... The reactants are FC(C=1C=C(C(=O)N2CCC3(C(NC(N3C3=C(C=CC=C3)C)C)=O)CC2)C=C(C1)C(F)(F)F)(F)F ((rac)-8-(3,5-bis-trifluoromethyl-benzoyl)-2-methyl-1-o-tolyl-1,3,8-triaza-spiro[4.5]decan-4-one), ClCCN1CCCCC1 (1-(2-chloroethyl)-piperidine). Yields the product FC(C=1C=C(C(=O)N2CCC3(C(N(C(N3C3=C(C=CC=C3)C)C)CCN3CCCCC3)=O)CC2)C=C(C1)C(F)(F)F)(F)F ((rac)-8-(3,5-Bis-trifluoromethyl-benzoyl)-2-methyl-3-(2-piperidin-1-yl-ethyl)-1-o-tolyl-1,3,8-triaza-spiro[4.5]decan-4-one). RXN SMILES: [F:1][C:2]([F:35])([F:34])[C:3]1[CH:4]=[C:5]([CH:27]=[C:28]([C:30]([F:33])([F:32])[F:31])[CH:29]=1)[C:6]([N:8]1[CH2:26][CH2:25][C:11]2([N:15]([C:16]3[CH:21]=[CH:20][CH:19]=[CH:18][C:17]=3[CH3:22])[CH:14]([CH3:23])[NH:13][C:12]2=[O:24])[CH2:10][CH2:9]1)=[O:7].Cl[CH2:37][CH2:38][N:39]1[CH2:44][CH2:43][CH2:42][CH2:41][CH2:40]1>>[F:35][C:2]([F:1])([F:34])[C:3]1[CH:4]=[C:5]([CH:27]=[C:28]([C:30]([F:33])([F:32])[F:31])[CH:29]=1)[C:6]([N:8]1[CH2:9][CH2:10][C:11]2([N:15]([C:16]3[CH:21]=[CH:20][CH:19]=[CH:18][C:17]=3[CH3:22])[CH:14]([CH3:23])[N:13]([CH2:37][CH2:38][N:39]3[CH2:44][CH2:43][CH2:42][CH2:41][CH2:40]3)[C:12]2=[O:24])[CH2:25][CH2:26]1)=[O:7]. Reported procedure: The title compound, MS: m/e=610.3 (M+H+), was prepared in accordance with the general method of example 99 from (rac)-8-(3,5-bis-trifluoromethyl-benzoyl)-2-methyl-1-o-tolyl-1,3,8-triaza-spiro[4.5]decan-4-one and 1-(2-chloroethyl)-piperidine.